From a dataset of the Open Reaction Database (ORD), a public repository of structured organic reaction records. describe an organic reaction: reactants, conditions, products, and yield Reaction SMILES: [CH3:1][C@H:2]1[O:7][C@@H:6]([CH3:8])[CH2:5][NH:4][CH2:3]1.Br[CH2:10][C:11]([O:13][CH2:14][CH3:15])=[O:12].C(=O)([O-])[O-].[K+].[K+]>C(#N)C>[CH2:14]([O:13][C:11](=[O:12])[CH2:10][N:4]1[CH2:5][C@H:6]([CH3:8])[O:7][C@H:2]([CH3:1])[CH2:3]1)[CH3:15] |f:2.3.4|. Reaction conditions: temperature 60 celsius, time 12 hour. Procedure: cis-2,6-Dimethylmorpholine (2.0 g) was dissolved in acetonitrile (70 ml). Ethyl bromoacetate (2.5 ml) and potassium carbonate (3.1 g) were added and the mixture was heated with stirring at 60° C. for 12 hours. The solvent was evaporated and then ethyl acetate was added to the residue. The organic layer was washed with brine and then dried over anhydrous sodium sulfate, and the solvent was evaporated. The residue was purified by silica gel column chromatography (developed with ethyl acetate-hexan... Yields the product C(C)OC(CN1C[C@H](O[C@H](C1)C)C)=O (Ethyl[cis-2,6-dimethylmorpholin-4-yl]acetate). Solvent: C(C)#N (acetonitrile). Starting materials: BrCC(=O)OCC (Ethyl bromoacetate), C([O-])([O-])=O.[K+].[K+] (potassium carbonate), C[C@@H]1CNC[C@@H](O1)C (cis-2,6-Dimethylmorpholine).